Dataset: the Open Reaction Database (ORD), a public repository of structured organic reaction records. Task: describe an organic reaction: reactants, conditions, products, and yield The reactants are Clc1cc(Cl)nc(N2CCOCC2)n1, NCCNc1ccccc1. The product is Clc1cc(NCCNc2ccccc2)nc(N2CCOCC2)n1. Reaction SMILES: [Cl:1][c:2]1[n:3][c:4]([N:9]2[CH2:10][CH2:11][O:12][CH2:13][CH2:14]2)[n:5][c:6]([Cl:8])[cH:7]1.[c:15]1([NH:21][CH2:22][CH2:23][NH2:24])[cH:16][cH:17][cH:18][cH:19][cH:20]1>>[c:2]1([NH:24][CH2:23][CH2:22][NH:21][c:15]2[cH:16][cH:17][cH:18][cH:19][cH:20]2)[n:3][c:4]([N:9]2[CH2:10][CH2:11][O:12][CH2:13][CH2:14]2)[n:5][c:6]([Cl:8])[cH:7]1. Starting materials: O=C1C=2C=C(C(=NC2C=CN1)C1=CC=C(C=O)C=C1)C1=CC=CC=C1 (4-(5-oxo-3-phenyl-5,6-dihydro-1,6-naphthyridin-2-yl)benzaldehyde), FC(C(=O)O)(F)F.COC1=NC=C(C=C1)C1=NN=C(N1)C1CCNCC1 (2-methoxy-5-(5-piperidin-4-yl-4H-1,2,4-triazol-3-yl)pyridine trifluoroacetate), C(C)(=O)O[BH-](OC(C)=O)OC(C)=O.[Na+] (sodium triacetoxyborohydride). Solvent: CN(C)C=O (DMF), CC(=O)O (AcOH), CN(C)C=O (DMF), CCN(CC)CC (NEt3). Run at time 15 minute. Product: COC1=CC=C(C=N1)C=1NC(=NN1)C1CCN(CC1)CC1=CC=C(C=C1)C1=NC=2C=CNC(C2C=C1C1=CC=CC=C1)=O (2-[4-({4-[5-(6-methoxypyridin-3-yl)-4H-1,2,4-triazol-3-yl]piperidin-1-yl}methyl)phenyl]-3-phenyl-1,6-naphthyridin-5(6H)-one). As a reaction SMILES: [O:1]=[C:2]1[NH:11][CH:10]=[CH:9][C:8]2[N:7]=[C:6]([C:12]3[CH:19]=[CH:18][C:15]([CH:16]=O)=[CH:14][CH:13]=3)[C:5]([C:20]3[CH:25]=[CH:24][CH:23]=[CH:22][CH:21]=3)=[CH:4][C:3]1=2.FC(F)(F)C(O)=O.[CH3:33][O:34][C:35]1[CH:40]=[CH:39][C:38]([C:41]2[NH:45][C:44]([CH:46]3[CH2:51][CH2:50][NH:49][CH2:48][CH2:47]3)=[N:43][N:42]=2)=[CH:37][N:36]=1.C(O[BH-](OC(=O)C)OC(=O)C)(=O)C.[Na+]>CCN(CC)CC.CN(C=O)C.CC(O)=O>[CH3:33][O:34][C:35]1[N:36]=[CH:37][C:38]([C:41]2[NH:45][C:44]([CH:46]3[CH2:51][CH2:50][N:49]([CH2:16][C:15]4[CH:14]=[CH:13][C:12]([C:6]5[C:5]([C:20]6[CH:21]=[CH:22][CH:23]=[CH:24][CH:25]=6)=[CH:4][C:3]6[C:2](=[O:1])[NH:11][CH:10]=[CH:9][C:8]=6[N:7]=5)=[CH:19][CH:18]=4)[CH2:48][CH2:47]3)=[N:43][N:42]=2)=[CH:39][CH:40]=1 |f:1.2,3.4|. Procedure details: To a dry flask was added 4-(5-oxo-3-phenyl-5,6-dihydro-1,6-naphthyridin-2-yl)benzaldehyde (308 mg, 0.94 mmol) and 2-methoxy-5-(5-piperidin-4-yl-4H-1,2,4-triazol-3-yl)pyridine trifluoroacetate (350 mg, 0.94 mmol) in 5% NEt3:DMF (5 mL). The solution was stirred for 15 min. then 5% AcOH:DMF (10 mL) was added. This was stirred for 1 h and sodium triacetoxyborohydride was added and the reaction mixture was stirred for 16 h at room temperature. The mixture was partitioned between CH2Cl2 and saturated ... The reactants are CCCCCC(=O)NCC(O)CC(=O)OCC, CO, NN, O. Product: CCCCCC(=O)NCC(O)CC(=O)NN. RXN SMILES: [C:1]([CH2:2][CH2:3][CH2:4][CH2:5][CH3:6])(=[O:7])[NH:8][CH2:9][CH:10]([CH2:11][C:12](=[O:13])[O:14][CH2:15][CH3:16])[OH:17].[CH3:21][OH:22].[NH2:19][NH2:20].[OH2:18]>>[C:1]([CH2:2][CH2:3][CH2:4][CH2:5][CH3:6])(=[O:7])[NH:8][CH2:9][CH:10]([CH2:11][C:12](=[O:13])[NH:19][NH2:20])[OH:17]. Reactants: NC=1C=C(OC2=C3C(=NC=C2)NC(N3)=O)C=CC1 (7-(3-aminophenoxy)-1H-imidazo[4,5-b]pyridin-2(3H)-one), C1(=CC=CC=C1)N1N=CC(=C1C(F)(F)F)C(=O)Cl (1-phenyl-5-(trifluoromethyl)-1H-pyrazole-4-carbonyl chloride). The product is O=C1NC=2C(=NC=CC2OC=2C=C(C=CC2)NC(=O)C=2C=NN(C2C(F)(F)F)C2=CC=CC=C2)N1 (N-(3-(2-oxo-2,3-dihydro-1H-imidazo[4,5-b]pyridin-7-yloxy)phenyl)-1-phenyl-5-(trifluoromethyl)-1H-pyrazole-4-carboxamide). Isolated yield 28.0%. As a reaction SMILES: [NH2:1][C:2]1[CH:3]=[C:4]([CH:16]=[CH:17][CH:18]=1)[O:5][C:6]1[CH:11]=[CH:10][N:9]=[C:8]2[NH:12][C:13](=[O:15])[NH:14][C:7]=12.[C:19]1([N:25]2[C:29]([C:30]([F:33])([F:32])[F:31])=[C:28]([C:34](Cl)=[O:35])[CH:27]=[N:26]2)[CH:24]=[CH:23][CH:22]=[CH:21][CH:20]=1>>[O:15]=[C:13]1[NH:12][C:8]2=[N:9][CH:10]=[CH:11][C:6]([O:5][C:4]3[CH:3]=[C:2]([NH:1][C:34]([C:28]4[CH:27]=[N:26][N:25]([C:19]5[CH:24]=[CH:23][CH:22]=[CH:21][CH:20]=5)[C:29]=4[C:30]([F:32])([F:33])[F:31])=[O:35])[CH:18]=[CH:17][CH:16]=3)=[C:7]2[NH:14]1. Reported procedure: Method H was used with 7-(3-aminophenoxy)-1H-imidazo[4,5-b]pyridin-2(3H)-one and 1-phenyl-5-(trifluoromethyl)-1H-pyrazole-4-carbonyl chloride to afford the title compound (28 mg, 28%). 1H-NMR (δ, ppm, DMSO-d6): 6.50 (d, 1H, HPy,5, J=6.0 Hz), 6.92 (d, 1H, Harom, J=8.0 Hz), 7.43 (t, 1H, Harom, J=8.0 Hz), 7.51-7.63 (m, 7H, Harom), 7.81 (d, 1H, HPy,6, J=6.0 Hz), 8.29 (s, 1H, Hpyrrazole), 10.63 (s, 1H, NHamide), 11.19 (s, 1H, NHPy3), 11.39 (s, 1H, NHPy2). HRMS (EI): m/z [M+H] calcd for C23H16N6O3F3: ...